From a dataset of the Open Reaction Database (ORD), a public repository of structured organic reaction records. describe an organic reaction: reactants, conditions, products, and yield Starting materials: C(C)(C)C1=C(N)C=CC=C1 (2-isopropylaniline), diazonium salt, Br (HBr), FeSO4, Br (HBr), S(N)(O)(=O)=O (sulphamic acid), N(=O)[O-].[Na+] (NaNO2). The solvent is O (water), O (water). Conditions: temperature 80 celsius, time 15 minute. Yields the product C(C)(C)C1=C(C=CC=C1)Br (2-Isopropylbromobenzene). Reaction SMILES: [CH:1]([C:4]1[CH:10]=[CH:9][CH:8]=[CH:7][C:5]=1N)([CH3:3])[CH3:2].N([O-])=O.[Na+].S(=O)(=O)(O)N.[BrH:20]>O>[CH:1]([C:4]1[CH:10]=[CH:9][CH:8]=[CH:7][C:5]=1[Br:20])([CH3:3])[CH3:2] |f:1.2|. Procedure: To an initial charge of 65 ml of 48% aqueous HBr are added, in portions, 13.5 g [0.1 mol] of 2-isopropylaniline. The resulting thick suspension is stirred at 80° C. for 15 minutes. It is then cooled to −10° C., and a solution of 8 g [0.116 mol] of NaNO2 in 35 ml of water is added dropwise within approx. 1 h at such a rate that the temperature does not exceed −5° C. 80 mg of sulphamic acid are added. Then the thin suspension of the diazonium salt, cooled to −10° C., is metered within about 30 min... Reactants: BrC=1C(=NC=C(C(=O)NC2=CC=C(C=C2)OC(F)(F)F)C1)N1CC(CC1)O (5-bromo-6-(3-hydroxypyrrolidin-1-yl)-N-(4-(trifluoromethoxy)phenyl)nicotinamide), N1=CC=C(C=C1)B(O)O (4-pyridineboronic acid). The product is OC1CN(CC1)C1=NC=C(C=C1C1=CC=NC=C1)C(=O)NC1=CC=C(C=C1)OC(F)(F)F (2-(3-Hydroxypyrrolidin-1-yl)-N-(4-(trifluoromethoxy)phenyl)-[3,4′-bipyridine]-5-carboxamide). RXN SMILES: Br[C:2]1[C:3]([N:22]2[CH2:26][CH2:25][CH:24]([OH:27])[CH2:23]2)=[N:4][CH:5]=[C:6]([CH:21]=1)[C:7]([NH:9][C:10]1[CH:15]=[CH:14][C:13]([O:16][C:17]([F:20])([F:19])[F:18])=[CH:12][CH:11]=1)=[O:8].[N:28]1[CH:33]=[CH:32][C:31](B(O)O)=[CH:30][CH:29]=1>>[OH:27][CH:24]1[CH2:25][CH2:26][N:22]([C:3]2[C:2]([C:31]3[CH:32]=[CH:33][N:28]=[CH:29][CH:30]=3)=[CH:21][C:6]([C:7]([NH:9][C:10]3[CH:15]=[CH:14][C:13]([O:16][C:17]([F:20])([F:19])[F:18])=[CH:12][CH:11]=3)=[O:8])=[CH:5][N:4]=2)[CH2:23]1. Procedure: The title compound was prepared in an analogous fashion to that described in Example 28 using 5-bromo-6-(3-hydroxypyrrolidin-1-yl)-N-(4-(trifluoromethoxy)phenyl)nicotinamide (Stage 12.1) and 4-pyridineboronic acid to afford a yellow solid. UPLC-MS (condition 1) tR=1.62 min, m/z=445.0 [M+H]+, m/z=443.1 [M−H]−; 1H-NMR (400 MHz, DMSO-d6) δ ppm 1.70-1.80 (m, 1H) 1.85 (dd, J=8.68, 4.28 Hz, 1H) 2.85 (d, J=11.49 Hz, 1H) 3.24 (dd, J=11.25, 4.16 Hz, 2H) 3.40-3.53 (m, 1H) 4.21 (br. s, 1H) 4.87 (br. s, 1H)...